Dataset: the Open Reaction Database (ORD), a public repository of structured organic reaction records. Task: describe an organic reaction: reactants, conditions, products, and yield Starting materials: C(C)O (ethanol), C([O-])(O)=O.[Na+] (sodium bicarbonate), ClCC(=O)N (2-chloroacetamide), CC1=CC(NC(N1)=S)=O (6-methyl-2-thiouracil). Solvent: O (water). Yields the product OC1=NC(=NC(=C1)C)SCC(=O)N (2-(4-Hydroxy-6-Methyl-2-Pyrimidinylthio)Acetamide). Reaction SMILES: C(=O)(O)[O-].[Na+].[CH3:6][C:7]1[NH:12][C:11](=[S:13])[NH:10][C:9](=[O:14])[CH:8]=1.Cl[CH2:16][C:17]([NH2:19])=[O:18].C(O)C>O>[OH:14][C:9]1[CH:8]=[C:7]([CH3:6])[N:12]=[C:11]([S:13][CH2:16][C:17]([NH2:19])=[O:18])[N:10]=1 |f:0.1|. Reported procedure: To a solution of 16.8 g. (0.2 mole) of sodium bicarbonate in 300 ml of water was added 22.8 g.(0.2 mole) of 6-methyl-2-thiouracil. The mixture was heated on a steam bath for 10 minutes. To this mixture was then added 18.6 g.(0.2 mole) of 2-chloroacetamide followed by 100 ml of absolute ethanol. The mixture was heated on a steam bath for 2 hours. The solution was cooled in an ice bath and the precipitate which formed was collected and recrystallized from a mixture of N,N-dimethylformamide and eth...